Task: describe an organic reaction: reactants, conditions, products, and yield. Dataset: the Open Reaction Database (ORD), a public repository of structured organic reaction records The reactants are ClC1=CC(=C(NC2C(C(CC2)O)O)C=C1Cl)[N+](=O)[O-] (3-(4,5-Dichloro-2-nitroanilino)-1,2-cyclopentanediol), [H][H] (hydrogen), C(Cl)(Cl)Cl (chloroform), salts, CO (methanol). The reagents and catalysts are [Ni] (Raney nickel). The solvent is C(=O)O (formic acid), C(C)(C)O (isopropanol). Run at time 18 hour. The product is ClC1=CC2=C(N(C=N2)C2C(C(CC2)O)O)C=C1Cl (3-(5,6-Dichloro-1H-benzimidazol-1-yl)-1,2-cyclopentanediol). Reaction SMILES: [Cl:1][C:2]1[C:15]([Cl:16])=[CH:14][C:5]([NH:6][CH:7]2[CH2:11][CH2:10][CH:9]([OH:12])[CH:8]2[OH:13])=[C:4]([N+:17]([O-])=O)[CH:3]=1.[H][H].CO.[CH:24](Cl)(Cl)Cl>C(O)(C)C.[Ni].C(O)=O>[Cl:1][C:2]1[C:15]([Cl:16])=[CH:14][C:5]2[N:6]([CH:7]3[CH2:11][CH2:10][CH:9]([OH:12])[CH:8]3[OH:13])[CH:24]=[N:17][C:4]=2[CH:3]=1. Procedure details: (±)-(1S*, 2R*, 3R*)-3-(4,5-Dichloro-2-nitroanilino)-1,2-cyclopentanediol (3.77 g, 12.3 mmol) in isopropanol (250 mL) was shaken in a Parr shaker with Raney nickel (Aldrich, prewashed with water until neutral, ca. 1 tsp) under hydrogen (50 psi) for 2 hours, at which point uptake of hydrogen had ceased. TLC (silica gel, methanol:chloroform/1:10) shows one spot at lower Rf than starting material. The catalyst was filtered off (Celite) and volatiles evaporated to leave a glass which was refluxed in ... Reactants: O=C(O)c1cc2cc(Br)ccc2cc1O, CC(=O)c1ccc(B(O)O)cc1, CC(C)=O, [Na+], [Na+], O=C([O-])[O-], CC(=O)[O-], CC(=O)[O-], O, [Pd+2]. Product: CC(=O)c1ccc(-c2ccc3cc(O)c(C(=O)O)cc3c2)cc1. Reaction SMILES: [Br:1][c:2]1[cH:3][cH:4][c:5]2[cH:6][c:7]([OH:15])[c:8]([C:12](=[O:13])[OH:14])[cH:9][c:10]2[cH:11]1.[C:16]([CH3:17])(=[O:18])[c:19]1[cH:20][cH:21][c:22]([B:25]([OH:26])[OH:27])[cH:23][cH:24]1.[CH3:34][C:35](=[O:36])[CH3:37].[Na+:28].[Na+:29].[O-:30][C:31](=[O:32])[O-:33].[O-:40][C:41]([CH3:42])=[O:43].[O-:44][C:45]([CH3:46])=[O:47].[OH2:38].[Pd+2:39]>>[c:2]1(-[c:22]2[cH:21][cH:20][c:19]([C:16]([CH3:17])=[O:18])[cH:24][cH:23]2)[cH:3][cH:4][c:5]2[cH:6][c:7]([OH:15])[c:8]([C:12](=[O:13])[OH:14])[cH:9][c:10]2[cH:11]1. The solvent is O (water), O (water), O (water). Reaction conditions: time 2 hour. Procedure details: 21.1 g of (6-chloro-7-amino-1,1,3,3-tetramethyl-5-indanyl) methyl ketone are introduced into 48 ml of concentrated sulphuric acid and, after the warming to 50° C., the mixture is treated slowly with 140 ml of distilled water. After cooling down to 0°-5° C., there is introduced dropwise into the mixture over a period of 45 minutes a solution of 5.5 g of sodium nitrite in 20 ml of water. The resulting cold mixture is introduced dropwise while stirring over a period of 2 hours into a solution, held... Reaction SMILES: [CH3:1][C:2]([C:4]1[CH:5]=[C:6]2[C:10](=[C:11](N)[C:12]=1[Cl:13])[C:9]([CH3:16])([CH3:15])[CH2:8][C:7]2([CH3:18])[CH3:17])=[O:3].S(=O)(=O)(O)[OH:20].N([O-])=O.[Na+]>O>[CH3:1][C:2]([C:4]1[CH:5]=[C:6]2[C:10](=[C:11]([OH:20])[C:12]=1[Cl:13])[C:9]([CH3:16])([CH3:15])[CH2:8][C:7]2([CH3:18])[CH3:17])=[O:3] |f:2.3|. The product is CC(=O)C=1C=C2C(CC(C2=C(C1Cl)O)(C)C)(C)C ((6-chloro-7-hydroxy-1,1,3,3-tetramethyl-5-indanyl) methyl ketone). Reactants: S(O)(O)(=O)=O (sulphuric acid), N(=O)[O-].[Na+] (sodium nitrite), CC(=O)C=1C=C2C(CC(C2=C(C1Cl)N)(C)C)(C)C ((6-chloro-7-amino-1,1,3,3-tetramethyl-5-indanyl) methyl ketone), S(O)(O)(=O)=O (sulphuric acid), ice water. Starting materials: CC(C)(C)OC(=O)c1ccc(Br)cc1, C1CCOC1, CC(C)(C)[O-], CCCCCCC, CCCCC(=O)c1ccc(Cl)cc1, [Na+], [Na+], O=C([O-])O, O=C(C=Cc1ccccc1)C=Cc1ccccc1, O=C(C=Cc1ccccc1)C=Cc1ccccc1, O=C(C=Cc1ccccc1)C=Cc1ccccc1, [Pd], [Pd]. Product: CCCC(C(=O)c1ccc(Cl)cc1)c1ccc(C(=O)OC(C)(C)C)cc1. RXN SMILES: [Br:20][c:21]1[cH:22][cH:23][c:24]([C:25](=[O:26])[O:27][C:28]([CH3:29])([CH3:30])[CH3:31])[cH:32][cH:33]1.[CH2:102]1[O:103][CH2:104][CH2:105][CH2:106]1.[CH3:1][C:2]([CH3:3])([O-:4])[CH3:5].[CH3:39][CH2:40][CH2:41][CH2:42][CH2:43][CH2:44][CH3:45].[Cl:7][c:8]1[cH:9][cH:10][c:11]([C:14]([CH2:15][CH2:16][CH2:17][CH3:18])=[O:19])[cH:12][cH:13]1.[Na+:38].[Na+:6].[O-:34][C:35]([OH:36])=[O:37].[O:48]=[C:49]([CH:50]=[CH:51][c:52]1[cH:53][cH:54][cH:55][cH:56][cH:57]1)[CH:58]=[CH:59][c:60]1[cH:61][cH:62][cH:63][cH:64][cH:65]1.[O:66]=[C:67]([CH:68]=[CH:69][c:70]1[cH:71][cH:72][cH:73][cH:74][cH:75]1)[CH:76]=[CH:77][c:78]1[cH:79][cH:80][cH:81][cH:82][cH:83]1.[O:84]=[C:85]([CH:86]=[CH:87][c:88]1[cH:89][cH:90][cH:91][cH:92][cH:93]1)[CH:94]=[CH:95][c:96]1[cH:97][cH:98][cH:99][cH:100][cH:101]1.[Pd:46].[Pd:47]>>[Cl:7][c:8]1[cH:9][cH:10][c:11]([C:14]([CH:15]([CH2:16][CH2:17][CH3:18])[c:21]2[cH:22][cH:23][c:24]([C:25](=[O:26])[O:27][C:28]([CH3:29])([CH3:30])[CH3:31])[cH:32][cH:33]2)=[O:19])[cH:12][cH:13]1. The reactants are [H][H] (hydrogen), 12, C(C)N1C(N(CC1)C1=CC=C(C=C1)[N+](=O)[O-])=O (1-ethyl-3-(4-nitrophenyl)-2-imidazolidinone), S1C=CC=C1 (thiophene), CO (methanol). The reagents and catalysts are [Pd] (palladium-on-charcoal). Run in C(C)O (ethanol). Yields the product NC1=CC=C(C=C1)N1C(N(CC1)CC)=O (1-(4-aminophenyl)-3-ethyl-2-imidazolidinone). Isolated yield 93.0%. As a reaction SMILES: [CH2:1]([N:3]1[CH2:7][CH2:6][N:5]([C:8]2[CH:13]=[CH:12][C:11]([N+:14]([O-])=O)=[CH:10][CH:9]=2)[C:4]1=[O:17])[CH3:2].S1C=CC=C1.CO.[H][H]>C(O)C.[Pd]>[NH2:14][C:11]1[CH:10]=[CH:9][C:8]([N:5]2[CH2:6][CH2:7][N:3]([CH2:1][CH3:2])[C:4]2=[O:17])=[CH:13][CH:12]=1. Reported procedure: A mixture of 12 parts of 1-ethyl-3-(4-nitrophenyl)-2-imidazolidinone, 1 part of a solution of thiophene in ethanol 4% and 200 parts of methanol was hydrogenated at normal pressure and at room temperature with 2 parts of palladium-on-charcoal catalyst 10%. After the calculated amount of hydrogen was taken up, the catalyst was filtered off and the filtrate was evaporated. The residue was crystallized from 2,2'-oxybispropane. The product was filtered off and dried, yielding 9.6 parts (93%) of 1-(4-... Starting materials: O=C[C@H](O)[C@@H](O)[C@H](O)[C@H](O)CO (glucose), [Mg] (magnesium). Yields the product C([C@@H]1[C@H]([C@@H]([C@](O1)(CO)O)O)O)O (levulose). RXN SMILES: [O:1]=[CH:2][C@@H:3]([C@H:5]([C@@H:7]([C@@H:9]([CH2:11][OH:12])[OH:10])[OH:8])[OH:6])[OH:4].[Mg]>>[CH2:11]([OH:12])[C@H:9]1[O:10][C@:3]([OH:4])([CH2:2][OH:1])[C@@H:5]([OH:6])[C@@H:7]1[OH:8]. Procedure: These rods (25 g) are introduced into a tube for endurance testing, and an initial feed rate of 120 cc/hour of a solution containing 450 g of glucose per liter and no magnesium makes it possible to obtain a degree of conversion into levulose of 42%. The feed rate is still 60 cc/hour after 600 hours of operation. The reactants are CCC(=O)c1ccc(OCCCCCCCc2cc(C)no2)cc1, CC(=O)[O-], CCO, Cl, NO, [Na+], O. The product is CCC(=NO)c1ccc(OCCCCCCCc2cc(C)no2)cc1. As a reaction SMILES: [C:1]([CH2:2][CH3:3])(=[O:4])[c:5]1[cH:6][cH:7][c:8]([O:9][CH2:10][CH2:11][CH2:12][CH2:13][CH2:14][CH2:15][CH2:16][c:17]2[cH:18][c:19]([CH3:22])[n:20][o:21]2)[cH:23][cH:24]1.[CH3:29][C:30](=[O:31])[O-:32].[CH3:33][CH2:34][OH:35].[ClH:25].[NH2:26][OH:27].[Na+:28].[OH2:36]>>[C:1]([CH2:2][CH3:3])([c:5]1[cH:6][cH:7][c:8]([O:9][CH2:10][CH2:11][CH2:12][CH2:13][CH2:14][CH2:15][CH2:16][c:17]2[cH:18][c:19]([CH3:22])[n:20][o:21]2)[cH:23][cH:24]1)=[N:26][OH:27]. Starting materials: CI (methyl iodide), N1=CC=CC=C1 (pyridine), C(C)(=O)N1N=C(N=C1N)S(=O)(=O)NC1=C(C=CC=C1Cl)Cl (1-acetyl-5-amino-N-(2,6-dichlorophenyl)-1,2,4-triazole-3-sulphonamide), [H-].[Na+] (sodium hydride). The solvent is CN(C=O)C (dimethylformamide). Run at time 30 minute. Product: NC1=NC(=NN1)S(=O)(=O)N(C)C1=C(C=CC=C1Cl)Cl (5-Amino-N-(2,6-dichlorophenyl)-N-methyl-1,2,4-triazole-3-sulphonamide). As a reaction SMILES: N1C=CC=C[CH:2]=1.C([N:10]1[C:14]([NH2:15])=[N:13][C:12]([S:16]([NH:19][C:20]2[C:25]([Cl:26])=[CH:24][CH:23]=[CH:22][C:21]=2[Cl:27])(=[O:18])=[O:17])=[N:11]1)(=O)C.[H-].[Na+].CI>CN(C)C=O>[NH2:15][C:14]1[NH:10][N:11]=[C:12]([S:16]([N:19]([C:20]2[C:25]([Cl:26])=[CH:24][CH:23]=[CH:22][C:21]=2[Cl:27])[CH3:2])(=[O:18])=[O:17])[N:13]=1 |f:2.3|. Procedure details: 9.80 g (22.8 mmol) of the pyridine salt of 1-acetyl-5-amino-N-(2,6-dichlorophenyl)-1,2,4-triazole-3-sulphonamide was dissolved in 300 ml dimethylformamide and 0.89 g (29.7 mmol) 80% sodium hydride added portionwise at room temperature. The mixture was stirred for a further 30 minutes and 1.7 ml (27.8 mmol) methyl iodide added. The mixture was allowed to stand overnight and concentrated. The residue was taken up in 2N aqueous sodium hydroxide and made slightly acidic by addition of 3N hydrochlori... The reactants are C1(CC1)C(=O)N1[C@H](CN([C@@H](C1)C)C1=NC=C(C=C1C)[N+](=O)[O-])C (rac-cyclopropyl-[(trans)-2,5-dimethyl-4-(3-methyl-5-nitro-pyridin-2-yl)-piperazin-1-yl]-methanone). Reagents/catalysts: [Pd] (Pd/C). The solvent is CCO (EtOH). Run at temperature 80 celsius, time 2 hour. Product: NC=1C=C(C(=NC1)N1C[C@@H](N(C[C@H]1C)C(=O)C1CC1)C)C (rac-[(trans)-4-(5-Amino-3-methyl-pyridin-2-yl)-2,5-dimethyl-piperazin-1-yl]-cyclopropyl-methanone). Yield: 99.1%. RXN SMILES: [CH:1]1([C:4]([N:6]2[CH2:11][C@@H:10]([CH3:12])[N:9]([C:13]3[C:18]([CH3:19])=[CH:17][C:16]([N+:20]([O-])=O)=[CH:15][N:14]=3)[CH2:8][C@@H:7]2[CH3:23])=[O:5])[CH2:3][CH2:2]1>CCO.[Pd]>[NH2:20][C:16]1[CH:17]=[C:18]([CH3:19])[C:13]([N:9]2[C@H:10]([CH3:12])[CH2:11][N:6]([C:4]([CH:1]3[CH2:3][CH2:2]3)=[O:5])[C@@H:7]([CH3:23])[CH2:8]2)=[N:14][CH:15]=1. Procedure details: Add NH4COOH (0.23 g, 3.5 mmol) to rac-cyclopropyl-[(trans)-2,5-dimethyl-4-(3-methyl-5-nitro-pyridin-2-yl)-piperazin-1-yl]-methanone (0.114 g, 0.35 mmol) and Pd/C 10% (0.043 g) in EtOH (5 mL) under N2 atmosphere and heat at 80° C. After 2 hours let reaction mixture cool down and filter through Celite®. Concentrate under reduced pressure to give 0.1 g the title compound (quantitative). MS(ES): m/z=289.3[M+H].